From a dataset of the Open Reaction Database (ORD), a public repository of structured organic reaction records. describe an organic reaction: reactants, conditions, products, and yield Starting materials: FC=1C=C(C(=O)N)C=C(C1C)B1OC(C(O1)(C)C)(C)C (3-fluoro-4-methyl-5-(4,4,5,5-tetramethyl-1,3,2-dioxaborolan-2-yl)benzamide), BrC1=CC2=C(N(C1=O)C)N(N=C2)C2=C(C=CC=C2)Cl (5-bromo-1-(2-chlorophenyl)-7-methyl-1H-pyrazolo[3,4-b]pyridin-6(7H)-one), [OH-].[Na+] (NaOH). Reagents/catalysts: C=1C=CC(=CC1)[P](C=2C=CC=CC2)(C=3C=CC=CC3)[Pd]([P](C=4C=CC=CC4)(C=5C=CC=CC5)C=6C=CC=CC6)([P](C=7C=CC=CC7)(C=8C=CC=CC8)C=9C=CC=CC9)[P](C=1C=CC=CC1)(C=1C=CC=CC1)C=1C=CC=CC1 (Pd(PPh3)4), C([O-])([O-])=O.[Na+].[Na+] (sodium carbonate). The solvent is O1CCOCC1 (dioxane). Run at temperature 125 celsius. Yields the product ClC1=C(C=CC=C1)N1N=CC2=C1N(C(C(=C2)C=2C=C(C(=O)N)C=C(C2C)F)=O)C (3-(1-(2-chlorophenyl)-7-methyl-6-oxo-6,7-dihydro-1H-pyrazolo[3,4-b]pyridin-5-yl)-5-fluoro-4-methylbenzamide). Isolated yield 88.7%. As a reaction SMILES: [F:1][C:2]1[CH:3]=[C:4]([CH:8]=[C:9](B2OC(C)(C)C(C)(C)O2)[C:10]=1[CH3:11])[C:5]([NH2:7])=[O:6].Br[C:22]1[C:27](=[O:28])[N:26]([CH3:29])[C:25]2[N:30]([C:33]3[CH:38]=[CH:37][CH:36]=[CH:35][C:34]=3[Cl:39])[N:31]=[CH:32][C:24]=2[CH:23]=1.[OH-].[Na+]>O1CCOCC1.C1C=CC([P]([Pd]([P](C2C=CC=CC=2)(C2C=CC=CC=2)C2C=CC=CC=2)([P](C2C=CC=CC=2)(C2C=CC=CC=2)C2C=CC=CC=2)[P](C2C=CC=CC=2)(C2C=CC=CC=2)C2C=CC=CC=2)(C2C=CC=CC=2)C2C=CC=CC=2)=CC=1.C(=O)([O-])[O-].[Na+].[Na+]>[Cl:39][C:34]1[CH:35]=[CH:36][CH:37]=[CH:38][C:33]=1[N:30]1[C:25]2[N:26]([CH3:29])[C:27](=[O:28])[C:22]([C:9]3[CH:8]=[C:4]([CH:3]=[C:2]([F:1])[C:10]=3[CH3:11])[C:5]([NH2:7])=[O:6])=[CH:23][C:24]=2[CH:32]=[N:31]1 |f:2.3,6.7.8,^1:51,53,72,91|. Procedure: A mixture of 3-fluoro-4-methyl-5-(4,4,5,5-tetramethyl-1,3,2-dioxaborolan-2-yl)benzamide (118 mg, 422 μmol), 5-bromo-1-(2-chlorophenyl)-7-methyl-1H-pyrazolo[3,4-b]pyridin-6(7H)-one (130 mg, 384 μmol), Pd(PPh3)4 (0.016 mmol, 19 mg), and sodium carbonate (2 M) (0.576 ml, 1.15 μmol) in 2.0 mL of dioxane in a sealed tube was heated in a microwave at 125° C. for 25 min. The mixture was treated with 2 mL of 1 N NaOH solution, extracted with 2×5 mL of EtOAc. The combined organic phases were washed with ... Starting materials: NC1=CC=C(C=C1)C1=CC=C(N1C)C#N (5-(4-Aminophenyl)-1-methyl-1H-pyrrole-2-carbonitrile), C(C)(C)S(=O)(=O)Cl (isopropyl sulfonyl chloride). Solvent: O (water). Reaction conditions: temperature 70 celsius. The product is C(#N)C1=CC=C(N1C)C1=CC=C(C=C1)NS(=O)(=O)C(C)C (N-[4-(5-cyano-1-methyl-1H-pyrrol-2-yl)phenyl]propane-2-sulfonamide). Yield: 2.2%. Reaction SMILES: [NH2:1][C:2]1[CH:7]=[CH:6][C:5]([C:8]2[N:12]([CH3:13])[C:11]([C:14]#[N:15])=[CH:10][CH:9]=2)=[CH:4][CH:3]=1.[CH:16]([S:19](Cl)(=[O:21])=[O:20])([CH3:18])[CH3:17]>O>[C:14]([C:11]1[N:12]([CH3:13])[C:8]([C:5]2[CH:6]=[CH:7][C:2]([NH:1][S:19]([CH:16]([CH3:18])[CH3:17])(=[O:21])=[O:20])=[CH:3][CH:4]=2)=[CH:9][CH:10]=1)#[N:15]. Reported procedure: 5-(4-Aminophenyl)-1-methyl-1H-pyrrole-2-carbonitrile (0.27 g, 1.37 mmol) was dissolved in isopropyl sulfonyl chloride (0.50 mL, 2.8 mmol) and heated to 70° C. for 6 hours. The mixture was cooled and diluted with water and extracted with ethyl acetate. The organics were combined, washed with water, brine, dried over MgSO4, and concentrated. Flash chromatography (0%-100% ethyl acetate in hexane) afforded N-[4-(5-cyano-1-methyl-1H-pyrrol-2-yl)phenyl]propane-2-sulfonamide (0.009 g). Reactants: BrC1=CN=C2N1C=CC(=N2)C(F)(F)F (3-Bromo-7-trifluoromethylimidazo[1,2-α]pyrimidine), CC1(COB(OC1)C=1C=CC(=C(C1)C=1C(=CC=C(C1)F)C#N)F)C (5′-(5,5-dimethyl-[1,3,2]dioxaborinan-2-yl)-5,2′-difluorobiphenyl-2-carbonitrile). Yields the product FC1=CC=C(C(=C1)C1=C(C=CC(=C1)C1=CN=C2N1C=CC(=N2)C(F)(F)F)F)C#N (5,2′-difluoro-5′-(7-trifluoromethylimidazo[1,2-α]pyrimidin-3-yl)biphenyl-2-carbonitrile). RXN SMILES: Br[C:2]1[N:6]2[CH:7]=[CH:8][C:9]([C:11]([F:14])([F:13])[F:12])=[N:10][C:5]2=[N:4][CH:3]=1.CC1(C)COB([C:22]2[CH:23]=[CH:24][C:25]([F:37])=[C:26]([C:28]3[C:29]([C:35]#[N:36])=[CH:30][CH:31]=[C:32]([F:34])[CH:33]=3)[CH:27]=2)OC1>>[F:34][C:32]1[CH:33]=[C:28]([C:26]2[CH:27]=[C:22]([C:2]3[N:6]4[CH:7]=[CH:8][C:9]([C:11]([F:14])([F:13])[F:12])=[N:10][C:5]4=[N:4][CH:3]=3)[CH:23]=[CH:24][C:25]=2[F:37])[C:29]([C:35]#[N:36])=[CH:30][CH:31]=1. Procedure: 3-Bromo-7-trifluoromethylimidazo[1,2-α]pyrimidine was coupled with 5′-(5,5-dimethyl-[1,3,2]dioxaborinan-2-yl)-5,2′-difluorobiphenyl-2-carbonitrile as described in Example 1 to give 5,2′-difluoro-5′-(7-trifluoromethylimidazo[1,2-α]pyrimidin-3-yl)biphenyl-2-carbonitrile as an off-white solid: δH (360 MHz, CDCl3) 7.25-7.31 (2H, m), 7.44-7.50 (1H, m), 7.67 (1H, ddd, J 9, 5 and 2), 7.67 (1H, s), 7.69 (1H, s), 7.88 (1H, dd, J 9 and 6), 8.11 (1H, s), 9.05 (1H, d, J 7); m/z (ES+) 401 (M++H). Starting materials: C=CC (propylene), Ta(C5Me5)(propylene)Cl2, CCCCCC (hexane). Run in glass. Run at temperature 32 celsius. Yields the product CC(=C)C(C)C (2,3-dimethyl-1-butene), CC(=C)CCC (2-methyl-1-pentene). RXN SMILES: [CH2:1]=[CH:2][CH3:3].[CH3:4][CH2:5][CH2:6][CH2:7][CH2:8][CH3:9]>>[CH3:1][C:2]([CH:5]([CH3:6])[CH3:4])=[CH2:3].[CH3:1][C:8]([CH2:7][CH2:6][CH3:5])=[CH2:9]. Reported procedure: Ta(C5Me5)(propylene)Cl2 (0.11 g, 0.25 mmol) was dissolved in 2.5 ml of hexane in a 20 ml glass pressure bottle containing a small teflon-coated magnetic stir bar. A pressure head equipped with a rubber system for sampling the mixture was clamped to the glass vessel and the vessel was pressurized to 40 psi with propylene and immersed in a stirred bath maintained at 32° C. Samples were withdrawn by syringe at regular intervals, quenched with gaseous oxygen, and analyzed by gas chromatography. 2,3-...